From a dataset of the Open Reaction Database (ORD), a public repository of structured organic reaction records. describe an organic reaction: reactants, conditions, products, and yield Reactants: [OH-].[Na+] (sodium hydroxide), ClC=1C=C(N)C=C(C1)Cl (3,5-dichloroaniline), C(C)C(C(=O)[O-])=O (ethylglyoxalate), CC=1C=C(C=C)C=CC1 (3-methylstyrene), FC(C(=O)O)(F)F (trifluoroacetic acid). Run in C(C)#N (acetonitrile), C(C)O (ethanol). The product is ClC1=C2C(CC(NC2=CC(=C1)Cl)C(=O)O)C=1C=C(C=CC1)C (5,7-dichloro-4-m-tolyl-1,2,3,4-tetrahydroquinoline-2-carboxylic Acid). RXN SMILES: [Cl:1][C:2]1[CH:3]=[C:4]([CH:6]=[C:7]([Cl:9])[CH:8]=1)[NH2:5].[CH2:10]([C:12](=O)[C:13]([O-:15])=[O:14])[CH3:11].[CH3:17][C:18]1[CH:19]=[C:20]([CH:23]=[CH:24][CH:25]=1)C=C.FC(F)(F)C(O)=O.[OH-].[Na+]>C(#N)C.C(O)C>[Cl:1][C:2]1[CH:8]=[C:7]([Cl:9])[CH:6]=[C:4]2[C:3]=1[CH:11]([C:24]1[CH:25]=[C:18]([CH3:17])[CH:19]=[CH:20][CH:23]=1)[CH2:10][CH:12]([C:13]([OH:15])=[O:14])[NH:5]2 |f:4.5|. Procedure: Compound 18 was prepared by the basic process from 5.0 mmol 3,5-dichloroaniline, 5.5 mmol ethylglyoxalate solution (50% toluene), 15.0 mmol 3-methylstyrene and 5.0 mmol trifluoroacetic acid in 30.0 ml acetonitrile. Subsequent saponification was carried out using 1.0 ml of sodium hydroxide solution (6N water) in 20.0 ml of ethanol. Starting materials: CC[O-], CCOC(C)=O, CCO, C=CC(C)=O, [Na+], O=C1NC(=O)c2ccccc21. Yields the product CC(=O)CCN1C(=O)c2ccccc2C1=O. Reaction SMILES: [CH3:17][CH2:18][O-:19].[CH3:21][CH2:22][O:23][C:24](=[O:25])[CH3:26].[CH3:27][CH2:28][OH:29].[CH:12](=[CH2:13])[C:14](=[O:15])[CH3:16].[Na+:20].[O:1]=[C:2]1[NH:3][C:4](=[O:5])[c:6]2[cH:7][cH:8][cH:9][cH:10][c:11]21>>[O:1]=[C:2]1[N:3]([CH2:13][CH2:12][C:14](=[O:15])[CH3:16])[C:4](=[O:5])[c:6]2[cH:7][cH:8][cH:9][cH:10][c:11]21. The reactants are CC1=C(N)C=CC=C1C (2,3-Dimethylaniline), O1CC1C (1,2-epoxypropane), ( a ). The product is OC(CNC1=C(C(=CC=C1)C)C)C (N-(β-hydroxypropyl)-2,3-dimethylaniline). Isolated yield 71.8%. As a reaction SMILES: [CH3:1][C:2]1[C:8]([CH3:9])=[CH:7][CH:6]=[CH:5][C:3]=1[NH2:4].[O:10]1[CH:12]([CH3:13])[CH2:11]1>>[OH:10][CH:12]([CH3:13])[CH2:11][NH:4][C:3]1[CH:5]=[CH:6][CH:7]=[C:8]([CH3:9])[C:2]=1[CH3:1]. Procedure details: 2,3-Dimethylaniline is reacted with 1,2-epoxypropane as described in Example 3, Method (b), point (a) to obtain N-(β-hydroxypropyl)-2,3-dimethylaniline; b.p.: 153°-155° C./1 mm Hg, yield: 71.8%. Starting materials: O=C(CBr)c1ccc(OC(F)F)c(OCC2CC2)c1, CCO, CCO, CC[O-], CCOC(=O)CC(=O)COCc1ccc(OC)cc1, [Na+], O. Yields the product CCOC(=O)C(CC(=O)c1ccc(OC(F)F)c(OCC2CC2)c1)C(=O)COCc1ccc(OC)cc1. As a reaction SMILES: [Br:30][CH2:31][C:32](=[O:33])[c:34]1[cH:35][c:36]([O:44][CH2:45][CH:46]2[CH2:47][CH2:48]2)[c:37]([O:40][CH:41]([F:42])[F:43])[cH:38][cH:39]1.[CH2:23]([OH:24])[CH3:25].[CH3:1][CH2:2][OH:3].[CH3:26][CH2:27][O-:28].[CH3:4][O:5][c:6]1[cH:7][cH:8][c:9]([CH2:10][O:11][CH2:12][C:13]([CH2:14][C:15](=[O:16])[O:17][CH2:18][CH3:19])=[O:20])[cH:21][cH:22]1.[Na+:29].[OH2:49]>>[CH3:4][O:5][c:6]1[cH:7][cH:8][c:9]([CH2:10][O:11][CH2:12][C:13]([CH:14]([C:15](=[O:16])[O:17][CH2:18][CH3:19])[CH2:31][C:32](=[O:33])[c:34]2[cH:35][c:36]([O:44][CH2:45][CH:46]3[CH2:47][CH2:48]3)[c:37]([O:40][CH:41]([F:42])[F:43])[cH:38][cH:39]2)=[O:20])[cH:21][cH:22]1. Starting materials: C[Si](OC)(OC)OC (methyltrimethoxysilane), hydrocarbon, [OH-].[K+] (potassium hydroxide). Run in O (water), O (water), O (water). Product: C[Si](OC)(OC)OC.[OH-].[K+] (methyltrimethoxysilane KOH). As a reaction SMILES: [CH3:1][Si:2]([O:7][CH3:8])([O:5][CH3:6])[O:3][CH3:4].[OH-:9].[K+:10]>O>[CH3:1][Si:2]([O:7][CH3:8])([O:5][CH3:6])[O:3][CH3:4].[OH-:9].[K+:10] |f:1.2,4.5.6|. Procedure details: A 500 ml 5-neck round-bottom flask, inertized with nitrogen and fitted with paddle stirrer, dropping funnel, thermometer, and water separator with reflux condenser, is charged with 50 g (0.367 mol) of methyltrimethoxysilane (available commercially from Wacker Chemie AG) and 65 g of Isopar E (isoparaffinic hydrocarbon mixture with a boiling range of 113-143° C., available commercially from ExxonMobil). The water separator is filled to the brim with Isopar E. Accompanied by stirring at 300 rpm, a ... Starting materials: COC(C1=C(C=C(C(=C1)I)C(F)(F)F)N)=O (2-Amino-5-iodo-4-trifluoromethyl-benzoic acid methyl ester), C1(=CC=CC=C1)P(C1=CC=CC=C1)C1=CC=CC=C1 (triphenylphosphine), Bis(dibenzylidenacetone)palladium, CN1N=CC(=C1)B1OC(C(O1)(C)C)(C)C (1-methyl-4-(4,4,5,5-tetramethyl-1,3,2-dioxaborolan-2-yl)1H-pyrazole), C(=O)([O-])[O-].[K+].[K+] (K2CO3). The solvent is O1CCOCC1 (Dioxane). Run at temperature 90 celsius, time 18 hour. Yields the product COC(C1=C(C=C(C(=C1)C=1C=NN(C1)C)C(F)(F)F)N)=O (2-amino-5-(1-methyl-1H-pyrazol-4yl)-4-trifluoromethyl-benzoic acid methyl ester). Isolated yield 65.5%. Reaction SMILES: [CH3:1][O:2][C:3](=[O:16])[C:4]1[CH:9]=[C:8](I)[C:7]([C:11]([F:14])([F:13])[F:12])=[CH:6][C:5]=1[NH2:15].[CH3:17][N:18]1[CH:22]=[C:21](B2OC(C)(C)C(C)(C)O2)[CH:20]=[N:19]1.C([O-])([O-])=O.[K+].[K+].C1(P(C2C=CC=CC=2)C2C=CC=CC=2)C=CC=CC=1>O1CCOCC1>[CH3:1][O:2][C:3](=[O:16])[C:4]1[CH:9]=[C:8]([C:21]2[CH:20]=[N:19][N:18]([CH3:17])[CH:22]=2)[C:7]([C:11]([F:14])([F:13])[F:12])=[CH:6][C:5]=1[NH2:15] |f:2.3.4|. Procedure: 2-Amino-5-iodo-4-trifluoromethyl-benzoic acid methyl ester (300 mg, 0.87 mmol) and 1-methyl-4-(4,4,5,5-tetramethyl-1,3,2-dioxaborolan-2-yl)1H-pyrazole (181 mg, 1.0 equiv), K2CO3 (303 mg, 2.5 equiv.) and triphenylphosphine (45 mg. 0.2 equiv) were weighed in air and added in a flame-dried flask. Bis(dibenzylidenacetone)palladium (25 mg, 0.05 equiv) was added and the flask was closed by a septum. Dioxane (6 mL) was added and the mixture was stirred for 18 h (TLC control) at 90° C. The catalyst was ... Reactants: C(C)(C)(C)OC(=O)C=1C(=C(C=CC1)C[C@@H](B1OC2(C3C(C(CC2O1)C3)(C)C)C)NC(=O)C3(CCN(CC3)C(=O)OC(C)(C)C)C3=CC=CC=C3)OC (tert-butyl 4-((1R)-2-(3-(tert-butoxycarbonyl)-2-methoxyphenyl)-1-(2,9,9-trimethyl-3,5-dioxa-4-bora-tricyclo[6.1.1.02,6]dec-4-yl)ethylcarbamoyl)-4-phenylpiperidine-1-carboxylate), B(Cl)(Cl)Cl (BCl3). The solvent is C(Cl)Cl (CH2Cl2). Run at temperature 0 celsius, time 1 hour. The product is OB1OC2=C(C[C@@H]1NC(=O)C1(CCNCC1)C1=CC=CC=C1)C=CC=C2C(=O)O ((R)-2-hydroxy-3-(4-phenylpiperidine-4-carboxamido)-3,4-dihydro-2H-benzo[e][1,2]oxaborinine-8-carboxylic acid). The yield is 4.0%. Reaction SMILES: C([O:5][C:6]([C:8]1[C:9](OC)=[C:10]([CH2:14][C@H:15]([NH:29][C:30]([C:32]2([C:45]3[CH:50]=[CH:49][CH:48]=[CH:47][CH:46]=3)[CH2:37][CH2:36][N:35](C(OC(C)(C)C)=O)[CH2:34][CH2:33]2)=[O:31])[B:16]2[O:24]C3C(C)(C4CC(C3)C4(C)C)[O:17]2)[CH:11]=[CH:12][CH:13]=1)=[O:7])(C)(C)C.B(Cl)(Cl)Cl>C(Cl)Cl>[OH:24][B:16]1[C@@H:15]([NH:29][C:30]([C:32]2([C:45]3[CH:46]=[CH:47][CH:48]=[CH:49][CH:50]=3)[CH2:33][CH2:34][NH:35][CH2:36][CH2:37]2)=[O:31])[CH2:14][C:10]2[CH:11]=[CH:12][CH:13]=[C:8]([C:6]([OH:5])=[O:7])[C:9]=2[O:17]1. Procedure: To a solution of the product from step 1 (460 mg, 0.64 mmol) in anhydrous CH2Cl2 (15 mL) at −78° C. was added BCl3 (5.0 mL, 1M in DCM, 5.0 mmol), and the reaction mixture was stirred at same temperature for 1 hr, at which time the reaction mixture was warmed up to 0° C. and stirred at same temperature for additional 1 hr. The reaction was quenched by addition of water (5 mL) at 0° C. After the phase separation, the product in aqueous phase was purified by reverse phase preparative HPLC [Phenomen...